Dataset: the Open Reaction Database (ORD), a public repository of structured organic reaction records. Task: describe an organic reaction: reactants, conditions, products, and yield Reactants: BrC=1C=NC=C(C1)F (3-bromo-5-fluoropyridine), C([O-])(O)=O.[Na+] (sodium bicarbonate), [Li+].CCC[CH2-] (N-butyllithium), IC (Iodomethane), C(C)(C)NC(C)C (Diisopropylamine). Isolated yield 54.1%. Product: CCOC(=O)C.CCCCCCC (EtOAc heptane). Procedure details: Diisopropylamine (136 mmol, 19.11 ml, 13.80 g) and THF (120 ml) were combined in a 3-necked flask under nitrogen and cooled to −78° C. N-butyllithium (2.5M in hexane) (125 mmol, 50.0 ml) was added dropwise and the mixture stirred at −78° C. for 30 minutes. A solution of 3-bromo-5-fluoropyridine (114 mmol, 20 g) in THF (40 ml) was added dropwise and stirring continued at −78° C. for a further 30 minutes. Iodomethane (136 mmol, 8.49 ml, 19.36 g) was added and the reaction mixture allowed to warm s... Solvent: C1CCOC1 (THF), O (water), C1CCOC1 (THF). RXN SMILES: [CH:1](N[CH:5]([CH3:7])[CH3:6])(C)[CH3:2].[Li+].[CH3:9]CC[CH2-].Br[C:14]1[CH:15]=NC=[C:18](F)[CH:19]=1.IC.[C:23](=[O:26])(O)[O-:24].[Na+]>C1COCC1.O>[CH3:1][CH2:2][O:24][C:23]([CH3:9])=[O:26].[CH3:15][CH2:14][CH2:19][CH2:18][CH2:7][CH2:5][CH3:6] |f:1.2,5.6,9.10|. Run at temperature -78 celsius, time 30 minute. The reactants are C(CC)OC1=C(C(=O)NC2=C(C(=O)N)C=CC=C2)C=CC=C1 (2-(2-Propoxybenzamido)benzamide), [OH-].[Na+] (sodium hydroxide), Cl (hydrochloric acid). Run in N1=CC=CC=C1 (pyridine). Yields the product C(CC)OC1=C(C=CC=C1)C1=NC2=CC=CC=C2C(N1)=O (2-(2-Propoxyphenyl)quinazolin-4(3H)-one). As a reaction SMILES: [CH2:1]([O:4][C:5]1[CH:22]=[CH:21][CH:20]=[CH:19][C:6]=1[C:7]([NH:9][C:10]1[CH:18]=[CH:17][CH:16]=[CH:15][C:11]=1[C:12]([NH2:14])=[O:13])=O)[CH2:2][CH3:3].[OH-].[Na+].Cl>N1C=CC=CC=1>[CH2:1]([O:4][C:5]1[CH:22]=[CH:21][CH:20]=[CH:19][C:6]=1[C:7]1[NH:14][C:12](=[O:13])[C:11]2[C:10](=[CH:18][CH:17]=[CH:16][CH:15]=2)[N:9]=1)[CH2:2][CH3:3] |f:1.2|. Procedure: 2-(2-Propoxybenzamido)benzamide (2.73 g) was added to a refluxing mixture of 2 Normal aqueous sodium hydroxide (55 ml) and pyridine (2 ml). The resulting solution was stirred under reflux for 15 minutes and was then poured onto ice (150 ml) and acidified with concentrated hydrochloric acid to yield a sample of the title compound, 2.28 g, m.p. 88-89° C. This together with another sample (0.77 g) similarly prepared was recrystallized from ethanol/water to yield the pure title compound as a white s... Reactants: N#Cc1cc(Br)cc(Oc2c(Cl)ccc(CNC(=O)c3[nH]cnc3Cl)c2F)c1, C1CCOC1, C#CC, [Cu]I. Product: CC#Cc1cc(C#N)cc(Oc2c(Cl)ccc(CNC(=O)c3[nH]cnc3Cl)c2F)c1. RXN SMILES: [Br:1][c:2]1[cH:3][c:4]([O:10][c:11]2[c:12]([F:28])[c:13]([CH2:18][NH:19][C:20](=[O:21])[c:22]3[c:23]([Cl:27])[n:24][cH:25][nH:26]3)[cH:14][cH:15][c:16]2[Cl:17])[cH:5][c:6]([C:8]#[N:9])[cH:7]1.[CH2:32]1[O:33][CH2:34][CH2:35][CH2:36]1.[CH:29]#[C:30][CH3:31].[Cu:37][I:38]>>[c:2]1([C:29]#[C:30][CH3:31])[cH:3][c:4]([O:10][c:11]2[c:12]([F:28])[c:13]([CH2:18][NH:19][C:20](=[O:21])[c:22]3[c:23]([Cl:27])[n:24][cH:25][nH:26]3)[cH:14][cH:15][c:16]2[Cl:17])[cH:5][c:6]([C:8]#[N:9])[cH:7]1. The reactants are CC(=O)[O-], Cc1ccccc1, CC(=O)O, [NH4+], CCCC(=O)C=Cc1ccc(C(=O)O)cc1, O=C1CSC(=S)N1. Product: CCCC(C=Cc1ccc(C(=O)O)cc1)=C1SC(=S)NC1=O. RXN SMILES: [CH3:25][C:26](=[O:27])[O-:28].[CH3:29][c:30]1[cH:31][cH:32][cH:33][cH:34][cH:35]1.[CH3:36][C:37](=[O:38])[OH:39].[NH4+:24].[O:8]=[C:9]([CH:10]=[CH:11][c:12]1[cH:13][cH:14][c:15]([C:16](=[O:17])[OH:18])[cH:19][cH:20]1)[CH2:21][CH2:22][CH3:23].[S:1]1[C:2](=[S:3])[NH:4][C:5](=[O:6])[CH2:7]1>>[S:1]1[C:2](=[S:3])[NH:4][C:5](=[O:6])[C:7]1=[C:9]([CH:10]=[CH:11][c:12]1[cH:13][cH:14][c:15]([C:16](=[O:17])[OH:18])[cH:19][cH:20]1)[CH2:21][CH2:22][CH3:23].